From a dataset of the Open Reaction Database (ORD), a public repository of structured organic reaction records. describe an organic reaction: reactants, conditions, products, and yield Reactants: C(C)C1=NN(C2=CC=CC(=C12)NC(=O)C1=CN=C2N1C=CC(=C2)C(=O)NNC=O)CC2=NC(=CC=C2)C (N-(3-ethyl-1-((6-methylpyridin-2-yl)methyl)-1H-indazol-4-yl)-7-(2-formylhydrazinecarbonyl)imidazo[1,2-a]pyridine-3-carboxamide), C[Si](O[Si](C)(C)C)(C)C (hexamethyldisiloxane), P12(=S)SP3(=S)SP(=S)(S1)SP(=S)(S2)S3 (P2S5). Run in C1(=CC=CC=C1)C.O1CCOCC1 (toluene dioxane). Reaction conditions: temperature 110 celsius. Yields the product C(C)C1=NN(C2=CC=CC(=C12)NC(=O)C1=CN=C2N1C=CC(=C2)C=2SC=NN2)CC2=NC(=CC=C2)C (N-(3-ethyl-1-((6-methylpyridin-2-yl)methyl)-1H-indazol-4-yl)-7-(1,3,4-thiadiazol-2-yl)imidazo[1,2-a]pyridine-3-carboxamide). Isolated yield 4.2%. RXN SMILES: [CH2:1]([C:3]1[C:11]2[C:6](=[CH:7][CH:8]=[CH:9][C:10]=2[NH:12][C:13]([C:15]2[N:19]3[CH:20]=[CH:21][C:22]([C:24]([NH:26][NH:27][CH:28]=O)=O)=[CH:23][C:18]3=[N:17][CH:16]=2)=[O:14])[N:5]([CH2:30][C:31]2[CH:36]=[CH:35][CH:34]=[C:33]([CH3:37])[N:32]=2)[N:4]=1)[CH3:2].C[Si](C)(C)O[Si](C)(C)C.P12(SP3(SP(SP(S3)(S1)=S)(=S)S2)=S)=[S:48]>C1(C)C=CC=CC=1.O1CCOCC1>[CH2:1]([C:3]1[C:11]2[C:6](=[CH:7][CH:8]=[CH:9][C:10]=2[NH:12][C:13]([C:15]2[N:19]3[CH:20]=[CH:21][C:22]([C:24]4[S:48][CH:28]=[N:27][N:26]=4)=[CH:23][C:18]3=[N:17][CH:16]=2)=[O:14])[N:5]([CH2:30][C:31]2[CH:36]=[CH:35][CH:34]=[C:33]([CH3:37])[N:32]=2)[N:4]=1)[CH3:2] |f:3.4|. Reported procedure: To N-(3-ethyl-1-((6-methylpyridin-2-yl)methyl)-1H-indazol-4-yl)-7-(2-formylhydrazinecarbonyl)imidazo[1,2-a]pyridine-3-carboxamide (36 mg, 0.073 mmol) in toluene/dioxane (1 mL/1 mL) was added hexamethyldisiloxane (71 mg, 0.44 mmol) and P2S5 (81 mg, 0.36 mmol). The reaction mixture was sealed and heated in a microwave reactor to 110° C. for 3 hours. The mixture was then concentrated under reduced pressure and the residue was purified by silica gel chromatography (DCM/MeOH 10:1) to provide the fina...